This data is from the Open Reaction Database (ORD), a public repository of structured organic reaction records. The task is: describe an organic reaction: reactants, conditions, products, and yield The reactants are C(C)(C)(C)OC(=O)N1CCN(CC1)C=1C=CC=2N(N1)C=CN2 (4-imidazo[1,2-b]pyridazin-6-yl-piperazine-1-carboxylic acid tert-butyl ester), IN1C(CCC1=O)=O (N-iodosuccinimide). Solvent: CN(C)C=O (DMF). The product is C(C)(C)(C)OC(=O)N1CCN(CC1)C=1C=CC=2N(N1)C(=CN2)I (4-(3-Iodo-imidazo[1,2-b]pyridazin-6-yl)-piperazine-1-carboxylic acid tert-butyl ester). As a reaction SMILES: [C:1]([O:5][C:6]([N:8]1[CH2:13][CH2:12][N:11]([C:14]2[CH:15]=[CH:16][C:17]3[N:18]([CH:20]=[CH:21][N:22]=3)[N:19]=2)[CH2:10][CH2:9]1)=[O:7])([CH3:4])([CH3:3])[CH3:2].[I:23]N1C(=O)CCC1=O>CN(C=O)C>[C:1]([O:5][C:6]([N:8]1[CH2:9][CH2:10][N:11]([C:14]2[CH:15]=[CH:16][C:17]3[N:18]([C:20]([I:23])=[CH:21][N:22]=3)[N:19]=2)[CH2:12][CH2:13]1)=[O:7])([CH3:4])([CH3:2])[CH3:3]. Procedure details: A solution of 4-imidazo[1,2-b]pyridazin-6-yl-piperazine-1-carboxylic acid tert-butyl ester (3.6 g, 11.8 mmol) and N-iodosuccinimide [516-12-1] (3.1 g, 13.1 mmol) in DMF (120 mL) was stirred under N2 blanket at ambient temperature for 2 h then partitioned between 5% (w/v) aqueous sodium metabisulfite and ethyl acetate. The organic phase was washed with brine, dried (CaSO4), evaporated, and crystallized from ethyl acetate/heptane to provide a white crystalline powder, mp. 203-204° C. (dec.). 1H NM... The reactants are N1CCOCC1 (Morpholine), C[Si](CCCOCC1OC1)(CC[Si](C)(C)C)C (2-{3-[Dimethyl-(2-trimethylsilanyl-ethyl)-silanyl]-propoxymethyl}-oxirane). The solvent is C(C)O (ethanol), C(C)O (ethanol), C(C)O (Ethanol). Run at temperature 70 celsius. Product: C[Si](CCCOCC(CN1CCOCC1)O)(CC[Si](C)(C)C)C (1-{3-[Dimethyl-(2-trimethylsilanyl-ethyl)-silanyl]-propoxy}-3-morpholin-4-yl-propan-2-ol). Reaction SMILES: [NH:1]1[CH2:6][CH2:5][O:4][CH2:3][CH2:2]1.[CH3:7][Si:8]([CH3:23])([CH2:17][CH2:18][Si:19]([CH3:22])([CH3:21])[CH3:20])[CH2:9][CH2:10][CH2:11][O:12][CH2:13][CH:14]1[CH2:16][O:15]1>C(O)C>[CH3:23][Si:8]([CH3:7])([CH2:17][CH2:18][Si:19]([CH3:20])([CH3:22])[CH3:21])[CH2:9][CH2:10][CH2:11][O:12][CH2:13][CH:14]([OH:15])[CH2:16][N:1]1[CH2:6][CH2:5][O:4][CH2:3][CH2:2]1. Reported procedure: Morpholine (0.634 g; 7.28 mMol) and 40 mL of ethanol were charged to a 100 mL Rb flask equipped with a magnetic stirrer. The mixture was stirred and heated to 70° C. 2-{3-[Dimethyl-(2-trimethylsilanyl-ethyl)-silanyl]-propoxymethyl}-oxirane 8 (2 g; 7.28 mMol) mixed with 10 g ethanol was placed in an addition funnel and added dropwise to the flask. The mixture was stirred and maintained at 70° C. for an additional 4 hours. Ethanol was stripped off on the rotovap. The mixture was distilled under va... Reactants: C1CCC2=NCCCN2CC1, C1CCOC1, [N-]=[N+]=NP(=O)(c1ccccc1)c1ccccc1, OCc1cccc2[nH]ccc12. The product is [N-]=[N+]=NCc1cccc2[nH]ccc12. Reaction SMILES: [N:29]12[CH2:30][CH2:31][CH2:32][N:33]=[C:34]1[CH2:35][CH2:36][CH2:37][CH2:38][CH2:39]2.[O:40]1[CH2:41][CH2:42][CH2:43][CH2:44]1.[c:12]1([P:13]([c:14]2[cH:15][cH:16][cH:17][cH:18][cH:19]2)(=[O:20])[N:26]=[N+:27]=[N-:28])[cH:21][cH:22][cH:23][cH:24][cH:25]1.[nH:1]1[cH:2][cH:3][c:4]2[c:5]([CH2:10][OH:11])[cH:6][cH:7][cH:8][c:9]12>>[nH:1]1[cH:2][cH:3][c:4]2[c:5]([CH2:10][N:26]=[N+:27]=[N-:28])[cH:6][cH:7][cH:8][c:9]12. Reactants: C(C1=CC=CC=C1)OC1=CC(NC=C1)=O (4-Benzyloxy-2-pyridone), O=P(Cl)(Cl)Cl (POCl3), ice. Solvent: C(C)(=O)OCC (ethyl acetate). Yield: 28.0%. Procedure: 4-Benzyloxy-2-pyridone (26.3 g, 0.131 mol) and POCl3 (200 mL) was heated at reflux for 2 h. The mixture was cooled and poured into 1 L of crushed ice and then 500 mL of ethyl acetate was added. The mixture was treated with decolorizing carbon, filtered and then treated with solid potassium carbonate until gas ceased to evolve. The mixture was filtered and the layers were separated. The aqueous layer was extracted three times with ethyl acetate. The combined organic layers were treated with decol... Reaction SMILES: [CH2:1]([O:8][C:9]1[CH:14]=[CH:13][NH:12][C:11](=O)[CH:10]=1)[C:2]1[CH:7]=[CH:6][CH:5]=[CH:4][CH:3]=1.O=P(Cl)(Cl)[Cl:18]>C(OCC)(=O)C>[Cl:18][C:11]1[CH:10]=[C:9]([O:8][CH2:1][C:2]2[CH:7]=[CH:6][CH:5]=[CH:4][CH:3]=2)[CH:14]=[CH:13][N:12]=1. The product is ClC1=NC=CC(=C1)OCC1=CC=CC=C1 (2-chloro-4-benzyloxypyridine). The reactants are CNC(=O)c1c(I)c(N)c(I)c(C(=O)O)c1I, [Na+], [Na+], O=C([O-])[O-], O=S(Cl)Cl. Product: CNC(=O)c1c(I)c(N)c(I)c(C(=O)Cl)c1I. RXN SMILES: [NH2:1][c:2]1[c:3]([I:17])[c:4]([C:13]([NH:14][CH3:15])=[O:16])[c:5]([I:12])[c:6]([C:7](=[O:8])[OH:9])[c:10]1[I:11].[Na+:18].[Na+:19].[O-:20][C:21](=[O:22])[O-:23].[S:24]([Cl:25])([Cl:26])=[O:27]>>[NH2:1][c:2]1[c:3]([I:17])[c:4]([C:13]([NH:14][CH3:15])=[O:16])[c:5]([I:12])[c:6]([C:7](=[O:8])[Cl:26])[c:10]1[I:11]. Starting materials: [Al+3].[Cl-].[Cl-].[Cl-] (AlCl3), C(CC)(=O)Cl (propionyl chloride), C1=CCCCC1 (cyclohexene). Solvent: CCCCCC (hexane). Reaction conditions: temperature -60 celsius, time 3.5 hour. Product: C(CC)(=O)C1CCC(CC1)C1=CC=CC=C1 ((4-propionylcyclohexyl)benzene). As a reaction SMILES: [Al+3].[Cl-].[Cl-].[Cl-].[C:5](Cl)(=[O:8])[CH2:6][CH3:7].[CH:10]1[CH2:15][CH2:14][CH2:13][CH2:12][CH:11]=1>CCCCCC>[C:5]([CH:10]1[CH2:15][CH2:14][CH:13]([C:10]2[CH:15]=[CH:14][CH:13]=[CH:12][CH:11]=2)[CH2:12][CH2:11]1)(=[O:8])[CH2:6][CH3:7] |f:0.1.2.3|. Procedure: In a 2,000 mL (inside volume) three-necked flask equipped with a reflux condenser, 600 mL of hexane and 160 g of anhydrous AlCl3 were mixed and cooled to −60° C., to which were then added 110 g of propionyl chloride and 82.2 g of cyclohexene. The temperature of the mixture was raised to −40° C. while stirring the mixture for 3.5 h. The solvent was then removed by decantation and the residues were washed with cold hexane. The thus obtained 1-propionyl-2-chlorocyclohexane was added with 500 mL of ... Isolated yield 120.1%. The reactants are CN(CCN(C)C)C (tetramethylethylenediamine), [Li]CCCC (n-BuLi), C(=O)(OC(C)(C)C)N(CC1=CC=CC=C1)CCCCl (N-Boc-N-benzyl-3-chloropropylamine). Solvent: C1CCOC1 (THF). Reaction conditions: time 5 hour. Product: C(C)(C)(C)OC(=O)N1C(CCC1)C1=CC=CC=C1 (2-phenylpyrrolidine-1-carboxylic acid tert-butyl ester). The yield is 65.3%. RXN SMILES: CN(C)CCN(C)C.[Li]CCCC.[C:14]([N:21]([CH2:29][CH2:30][CH2:31]Cl)[CH2:22][C:23]1[CH:28]=[CH:27][CH:26]=[CH:25][CH:24]=1)([O:16][C:17]([CH3:20])([CH3:19])[CH3:18])=[O:15]>C1COCC1>[C:17]([O:16][C:14]([N:21]1[CH2:29][CH2:30][CH2:31][CH:22]1[C:23]1[CH:28]=[CH:27][CH:26]=[CH:25][CH:24]=1)=[O:15])([CH3:20])([CH3:19])[CH3:18]. Reported procedure: To a solution of tetramethylethylenediamine (0.83 mL, 5.47 mmol) and n-BuLi (1.6 M/hexane, 3.31 mL, 5.3 mmol) cooled at −78° was added dropwise N-Boc-N-benzyl-3-chloropropylamine (1.0 g, 3.53 mmol) in THF. The resulting yellow solution was stirred at −78° for 5 h. The reaction mixture was then quenched with aqueous NH4Cl (20 mL) and diluted with Et2O (150 mL), the layers were separated and the aqueous layer was extracted twice with Et2O. The combined organic phases were washed with H2O and brine... The reactants are BrC=1C=CC(=NC1)COC1=CC(N(C=C1)CCC1=CC=C(C=C1)CO)=O (4-(5-bromo-pyridin-2-ylmethoxy)-1-[2-(4-hydroxymethyl-phenyl)-ethyl]-1H-pyridin-2-one), P(Br)(Br)Br (phosphorus tribromide). The solvent is C(Cl)Cl (DCM). Conditions: time 2 hour. The product is BrCC1=CC=C(C=C1)CCN1C(C=C(C=C1)OCC1=NC=C(C=C1)Br)=O (1-[2-(4-Bromomethyl-phenyl)-ethyl]-4-(5-bromo-pyridin-2-ylmethoxy)-1H-pyridin-2-one). RXN SMILES: [Br:1][C:2]1[CH:3]=[CH:4][C:5]([CH2:8][O:9][C:10]2[CH:15]=[CH:14][N:13]([CH2:16][CH2:17][C:18]3[CH:23]=[CH:22][C:21]([CH2:24]O)=[CH:20][CH:19]=3)[C:12](=[O:26])[CH:11]=2)=[N:6][CH:7]=1.P(Br)(Br)[Br:28]>C(Cl)Cl>[Br:28][CH2:24][C:21]1[CH:22]=[CH:23][C:18]([CH2:17][CH2:16][N:13]2[CH:14]=[CH:15][C:10]([O:9][CH2:8][C:5]3[CH:4]=[CH:3][C:2]([Br:1])=[CH:7][N:6]=3)=[CH:11][C:12]2=[O:26])=[CH:19][CH:20]=1. Procedure: To 150 mg (0.36 mmol) 4-(5-bromo-pyridin-2-ylmethoxy)-1-[2-(4-hydroxymethyl-phenyl)-ethyl]-1H-pyridin-2-one (example 12.1a) in 8.0 mL of DCM is added at 0° C. 27 μL (0.29 mmol) phosphorus tribromide. The mixture is stirred 2 h at RT and the formed precipitate is collected. The product is washed with tert-butylmethylether and dried.